Dataset: the Open Reaction Database (ORD), a public repository of structured organic reaction records. Task: describe an organic reaction: reactants, conditions, products, and yield The reactants are C1CCOC1, CC(C)(C)[O-], CC(C)(C)OC(=O)NCCn1c(CCl)nc2cnc3ccccc3c21, [K+]. RXN SMILES: [CH2:32]1[O:33][CH2:34][CH2:35][CH2:36]1.[CH3:26][C:27]([CH3:28])([O-:29])[CH3:30].[Cl:1][CH2:2][c:3]1[n:4]([CH2:16][CH2:17][NH:18][C:19]([O:20][C:21]([CH3:22])([CH3:23])[CH3:24])=[O:25])[c:5]2[c:6]([cH:7][n:8][c:9]3[cH:10][cH:11][cH:12][cH:13][c:14]23)[n:15]1.[K+:31]>>[CH2:2]1[c:3]2[n:4]([c:5]3[c:6]([cH:7][n:8][c:9]4[cH:10][cH:11][cH:12][cH:13][c:14]34)[n:15]2)[CH2:16][CH2:17][N:18]1[C:19]([O:20][C:21]([CH3:22])([CH3:23])[CH3:24])=[O:25]. Product: CC(C)(C)OC(=O)N1CCn2c(nc3cnc4ccccc4c32)C1. The reactants are C(=O)(OCC1C2=CC=CC=C2C2=CC=CC=C12)NCCCCCC(=O)O (N-Fmoc-6-aminohexanoic acid), C(C(C)[*:2])[*:1] (polypropylene), C(C)(=O)OC(C)=O (acetic anhydride), ON1N=NC2=C1C=CC=C2 (1-hydroxybenzotriazole), C1CCC(CC1)N=C=NC2CCCCC2 (DCC), CCN(C(C)C)C(C)C (DIEA). Solvent: C(Cl)Cl (DCM), CN(C)C=O (DMF), CN(C)C=O (DMF), CN(C)C=O (DMF), C(Cl)Cl (DCM). Product: C1=CC=CC=2C3=CC=CC=C3C(C12)CN1CCCCC1 (N-(9-fluorenylmethyl)piperidine). Reaction SMILES: ON1C2C=CC=CC=2N=N1.C1CCC(N=[C:18]=[N:19][CH:20]2[CH2:25][CH2:24][CH2:23][CH2:22]C2)CC1.C(NCCCCCC(O)=O)(OC[CH:30]1[C:42]2[C:37](=[CH:38][CH:39]=[CH:40][CH:41]=2)[C:36]2[C:31]1=[CH:32][CH:33]=[CH:34][CH:35]=2)=O.C(OC(=O)C)(=O)C.CCN(C(C)C)C(C)C>CN(C=O)C.C(Cl)Cl>[CH:35]1[C:36]2[CH:37]([CH2:18][N:19]3[CH2:20][CH2:25][CH2:24][CH2:23][CH2:22]3)[C:38]3[C:30](=[CH:42][CH:41]=[CH:40][CH:39]=3)[C:31]=2[CH:32]=[CH:33][CH:34]=1. Procedure details: In a 10 mL-syringe equipped with a polypropylene disk are introduced 1.5 g of aminomethylpolystyrene (Sigma, 0.81 mmol NH2 /g of resin), 44.6 mg (0.24 equiv.) of 1-hydroxybenzotriazole in 0.8 mL of DMF, 63.2 mg (0.24 equiv.) of DCC in 2 mL of DCM and 103 mg (0.24 equiv.) of N-Fmoc-6-aminohexanoic acid in 5 mL of DCM and 0.4 mL of DMF and left to react, with occasional stirring, for two hours. The resin is washed with DMF (3×1 min), DCM (3×1 min) and MeOH (3×1 min), dried and the functionalizatio... The reactants are NC=1N=C2N(C=C(C=C2)OC=2C=C(C=C(C2)C)NC(=O)C2=CC(=NN2C)C)C1 (N-{3-[(2-aminoimidazo[1,2-a]pyridin-6-yl)oxy]-5-methylphenyl}-1,3-dimethyl-1H-pyrazole-5-carboxamide), C1(CC1)C(=O)Cl (cyclopropanecarbonyl chloride). The solvent is CN(C(C)=O)C (N,N-dimethylacetamide). The product is C1(CC1)C(=O)NC=1N=C2N(C=C(C=C2)OC=2C=C(C=C(C2)C)NC(=O)C2=CC(=NN2C)C)C1 (N-[3-({2-[(cyclopropylcarbonyl)amino]imidazo[1,2-a]pyridin-6-yl}oxy)-5-methylphenyl]-1,3-dimethyl-1H-pyrazole-5-carboxamide). The yield is 31.3%. RXN SMILES: [NH2:1][C:2]1[N:3]=[C:4]2[CH:9]=[CH:8][C:7]([O:10][C:11]3[CH:12]=[C:13]([NH:18][C:19]([C:21]4[N:25]([CH3:26])[N:24]=[C:23]([CH3:27])[CH:22]=4)=[O:20])[CH:14]=[C:15]([CH3:17])[CH:16]=3)=[CH:6][N:5]2[CH:28]=1.[CH:29]1([C:32](Cl)=[O:33])[CH2:31][CH2:30]1>CN(C)C(=O)C>[CH:29]1([C:32]([NH:1][C:2]2[N:3]=[C:4]3[CH:9]=[CH:8][C:7]([O:10][C:11]4[CH:12]=[C:13]([NH:18][C:19]([C:21]5[N:25]([CH3:26])[N:24]=[C:23]([CH3:27])[CH:22]=5)=[O:20])[CH:14]=[C:15]([CH3:17])[CH:16]=4)=[CH:6][N:5]3[CH:28]=2)=[O:33])[CH2:31][CH2:30]1. Reported procedure: In the same manner as in Example 9-2 and using N-{3-[(2-aminoimidazo[1,2-a]pyridin-6-yl)oxy]-5-methylphenyl}-1,3-dimethyl-1H-pyrazole-5-carboxamide (300 mg, 0.797 mmol), cyclopropanecarbonyl chloride (72.0 μL, 0.797 mmol) and N,N-dimethylacetamide (10 mL) as starting materials, the title compound (111 mg, 31%) was obtained as a pale-yellow solid. Starting materials: ClCCCCCCC1=CC=CC=C1 (1-chloro-6-phenylhexane), [I-].[K+] (potassium iodide), C([O-])([O-])=O.[K+].[K+] (potassium carbonate), Cl (hydrochloric acid), ClC=1C=C(C=C(C1)Cl)SC1=C(N=C(N1)COCC1=CC=C(C=C1)OC)C(C)C (5-(3,5-dichlorophenylthio)-4-isopropyl-2-(p-methoxybenzyloxymethyl)-1H-imidazole). Solvent: CN(C=O)C (dimethylformamide), C(C)O (ethanol), O (water). Reaction conditions: time 20 minute. Yields the product ClC=1C=C(C=C(C1)Cl)SC1=C(N=C(N1CCCCCCC1=CC=CC=C1)CO)C(C)C (5-(3,5-dichlorophenylthio)-2-hydroxymethyl-4-isopropyl-1-(6-phenylhexyl)-1H-imidazole). The yield is 37.1%. RXN SMILES: Cl[CH2:2][CH2:3][CH2:4][CH2:5][CH2:6][CH2:7][C:8]1[CH:13]=[CH:12][CH:11]=[CH:10][CH:9]=1.[I-].[K+].[Cl:16][C:17]1[CH:18]=[C:19]([S:24][C:25]2[NH:29][C:28]([CH2:30][O:31]CC3C=CC(OC)=CC=3)=[N:27][C:26]=2[CH:41]([CH3:43])[CH3:42])[CH:20]=[C:21]([Cl:23])[CH:22]=1.C(=O)([O-])[O-].[K+].[K+].Cl>O.C(O)C.CN(C)C=O>[Cl:23][C:21]1[CH:20]=[C:19]([S:24][C:25]2[N:29]([CH2:2][CH2:3][CH2:4][CH2:5][CH2:6][CH2:7][C:8]3[CH:13]=[CH:12][CH:11]=[CH:10][CH:9]=3)[C:28]([CH2:30][OH:31])=[N:27][C:26]=2[CH:41]([CH3:43])[CH3:42])[CH:18]=[C:17]([Cl:16])[CH:22]=1 |f:1.2,4.5.6|. Procedure: To dimethylformamide was added 99 mg of 1-chloro-6-phenylhexane and 152 mg of potassium iodide under ice-cooling, the mixture was allowed to warm up to room temperature and stirred for 20 minutes. Then, 200 mg of 5-(3,5-dichlorophenylthio)-4-isopropyl-2-(p-methoxybenzyloxymethyl)-1H-imidazole (101b)was added, followed by addition of 126 mg of potassium carbonate. Then, the mixture was warmed up to 50° C. and allowed to react for 6 hours. After completion of the reaction, the mixture was diluted ...